Dataset: the Open Reaction Database (ORD), a public repository of structured organic reaction records. Task: describe an organic reaction: reactants, conditions, products, and yield The reactants are C(C1=CC=CC=C1)OC(N[C@@H]1C[C@@H](N(C2=CC=CC=C12)C(C1=CC=C(C=C1)N(C)C)=O)C)=O ((±)-Cis-[1-(4-dimethylamino-benzoyl)-2-methyl-1,2,3,4-tetrahydro-quinolin-4-yl]-carbamic acid benzyl ester). The solvent is C(C)O (ethanol). Run at time 18 hour. Yields the product CN(C1=CC=C(C(=O)N2[C@H](C[C@H](C3=CC=CC=C23)N)C)C=C1)C ((±)-Cis-1-(4-dimethylamino-benzoyl)-2-methyl-1,2,3,4-tetrahydro-4-aminoquinoline). Yield: 91.8%. Reaction SMILES: C(OC(=O)[NH:10][C@H:11]1[C:20]2[C:15](=[CH:16][CH:17]=[CH:18][CH:19]=2)[N:14]([C:21](=[O:31])[C:22]2[CH:27]=[CH:26][C:25]([N:28]([CH3:30])[CH3:29])=[CH:24][CH:23]=2)[C@@H:13]([CH3:32])[CH2:12]1)C1C=CC=CC=1>C(O)C>[CH3:30][N:28]([CH3:29])[C:25]1[CH:24]=[CH:23][C:22]([C:21]([N:14]2[C:15]3[C:20](=[CH:19][CH:18]=[CH:17][CH:16]=3)[C@H:11]([NH2:10])[CH2:12][C@@H:13]2[CH3:32])=[O:31])=[CH:27][CH:26]=1. Reported procedure: (±)-Cis-[1-(4-dimethylamino-benzoyl)-2-methyl-1,2,3,4-tetrahydro-quinolin-4-yl]-carbamic acid benzyl ester (665 mg, 1.49 mmol) was dissolved in ethanol (30 mL). The resulting solution was evacuated and backfilled with argon. A catalytic amount of palladium on carbon (10%) was added. The vessel was once again evacuated and this time was backfilled with hydrogen from a balloon. The reaction was then allowed to react at room temperature over night under a hydrogen atmosphere. Reaction was complete ... Reactants: ClCCl, CN(C)C(=O)N=C=S, N. Yields the product CN(C)C(=O)NC(N)=S. RXN SMILES: [CH2:10]([Cl:11])[Cl:12].[CH3:1][N:2]([C:3](=[O:4])[N:5]=[C:6]=[S:7])[CH3:8].[NH3:9]>>[CH3:1][N:2]([C:3](=[O:4])[NH:5][C:6](=[S:7])[NH2:9])[CH3:8]. Starting materials: OC=1C=C(N)C=CC1OC (3-hydroxy-4-methoxyaniline), C1(CC(CCC1)=O)=O (1,3-cyclohexanedione). Reagents/catalysts: C1(=CC=C(C=C1)S(=O)(=O)O)C (p-toluenesulfonic acid). The solvent is C1=CC=CC=C1 (benzene). Yields the product OC=1C=C(NC2=CC(CCC2)=O)C=CC1OC (3-(3-hydroxy-4-methoxyanilino)-2-cyclohexen-1-one). Yield: 100.2%. RXN SMILES: [OH:1][C:2]1[CH:3]=[C:4]([CH:6]=[CH:7][C:8]=1[O:9][CH3:10])[NH2:5].[C:11]1(=O)[CH2:16][CH2:15][CH2:14][C:13](=[O:17])[CH2:12]1>C1C=CC=CC=1.C1(C)C=CC(S(O)(=O)=O)=CC=1>[OH:1][C:2]1[CH:3]=[C:4]([CH:6]=[CH:7][C:8]=1[O:9][CH3:10])[NH:5][C:11]1[CH2:16][CH2:15][CH2:14][C:13](=[O:17])[CH:12]=1. Reported procedure: A solution of 1.00 g (7.19 mmole) of 3-hydroxy-4-methoxyaniline, 0.83 g (7.19 mmole) of 1,3-cyclohexanedione, and 50 mg of p-toluenesulfonic acid in 20 ml of benzene were heated reflux for 4.5 hours. The reaction solution was allowed to stand for one night at room temperature and the precipitated brown solid was collected by suction filtration. The crystal was washed with benzene, then was dried in vacuo to obtain 3-(3-hydroxy-4-methoxyanilino)-2-cyclohexen-1-one 1.68 g (yield 100%). Reactants: CC(C)(C)CC1NC(C(=O)Nc2ccc(C#N)s2)C(c2cccc(Cl)c2F)C12C(=O)Nc1cc(Cl)ccc12, CS(C)=O, [Na+], [OH-], OO. Reaction SMILES: [C:1](#[N:2])[c:3]1[cH:4][cH:5][c:6]([NH:8][C:9](=[O:10])[CH:11]2[CH:12]([c:31]3[c:32]([F:38])[c:33]([Cl:37])[cH:34][cH:35][cH:36]3)[C:13]3([C:14](=[O:23])[NH:15][c:16]4[cH:17][c:18]([Cl:22])[cH:19][cH:20][c:21]43)[CH:24]([CH2:26][C:27]([CH3:28])([CH3:29])[CH3:30])[NH:25]2)[s:7]1.[CH3:43][S:44]([CH3:45])=[O:46].[Na+:42].[OH-:41].[OH:39][OH:40]>>[C:1]([NH2:2])([c:3]1[cH:4][cH:5][c:6]([NH:8][C:9](=[O:10])[CH:11]2[CH:12]([c:31]3[c:32]([F:38])[c:33]([Cl:37])[cH:34][cH:35][cH:36]3)[C:13]3([C:14](=[O:23])[NH:15][c:16]4[cH:17][c:18]([Cl:22])[cH:19][cH:20][c:21]43)[CH:24]([CH2:26][C:27]([CH3:28])([CH3:29])[CH3:30])[NH:25]2)[s:7]1)=[O:39]. Yields the product CC(C)(C)CC1NC(C(=O)Nc2ccc(C(N)=O)s2)C(c2cccc(Cl)c2F)C12C(=O)Nc1cc(Cl)ccc12. Starting materials: CCCCNc1c2ccccc2nn1-c1ccc(Cl)cc1, COC(=O)c1ccc(N=C=O)c(Cl)c1, Cc1ccccc1. Yields the product CCCCN(C(=O)Nc1ccc(C(=O)OC)cc1Cl)c1c2ccccc2nn1-c1ccc(Cl)cc1. As a reaction SMILES: [CH2:1]([CH2:2][CH2:3][CH3:4])[NH:5][c:6]1[n:7](-[c:15]2[cH:16][cH:17][c:18]([Cl:21])[cH:19][cH:20]2)[n:8][c:9]2[cH:10][cH:11][cH:12][cH:13][c:14]12.[CH3:22][O:23][C:24]([c:25]1[cH:26][c:27]([Cl:34])[c:28]([N:31]=[C:32]=[O:33])[cH:29][cH:30]1)=[O:35].[CH3:36][c:37]1[cH:38][cH:39][cH:40][cH:41][cH:42]1>>[CH2:1]([CH2:2][CH2:3][CH3:4])[N:5]([c:6]1[n:7](-[c:15]2[cH:16][cH:17][c:18]([Cl:21])[cH:19][cH:20]2)[n:8][c:9]2[cH:10][cH:11][cH:12][cH:13][c:14]12)[C:32]([NH:31][c:28]1[c:27]([Cl:34])[cH:26][c:25]([C:24]([O:23][CH3:22])=[O:35])[cH:30][cH:29]1)=[O:33]. Reactants: N(CCO)CCO (diethanolamine), ClC1=C(C=C2C(=C(C(OC2=C1)=O)CC(=O)NC1=C(C=C(C=C1)F)C(F)(F)F)C=1C=C(C=CC1)/C=C/C(=O)O)C ((2E)-3-{3-[7-chloro-3-(2-{[4-fluoro-2-(trifluoromethyl)phenyl]amino}-2-oxoethyl)-6-methyl-2-oxo-2H-chromen-4-yl]phenyl}acrylic acid). Run in C(C)O (ethanol), O1CCCC1 (tetrahydrofuran), C(C)O (ethanol). Conditions: time 1 hour. The product is N(CCO)CCO.ClC1=C(C=C2C(=C(C(OC2=C1)=O)CC(=O)NC1=C(C=C(C=C1)F)C(F)(F)F)C=1C=C(C=CC1)/C=C/C(=O)O)C ((2E)-3-{3-[7-Chloro-3-(2-{[4-fluoro-2-(trifluoromethyl)phenyl]amino}-2-oxoethyl)-6-methyl-2-oxo-2H-chromen-4-yl]phenyl}acrylic acid-diethanolamine salt). The yield is 67.4%. As a reaction SMILES: [NH:1]([CH2:5][CH2:6][OH:7])[CH2:2][CH2:3][OH:4].[Cl:8][C:9]1[CH:18]=[C:17]2[C:12]([C:13]([C:35]3[CH:36]=[C:37](/[CH:41]=[CH:42]/[C:43]([OH:45])=[O:44])[CH:38]=[CH:39][CH:40]=3)=[C:14]([CH2:20][C:21]([NH:23][C:24]3[CH:29]=[CH:28][C:27]([F:30])=[CH:26][C:25]=3[C:31]([F:34])([F:33])[F:32])=[O:22])[C:15](=[O:19])[O:16]2)=[CH:11][C:10]=1[CH3:46]>C(O)C.O1CCCC1>[NH:1]([CH2:5][CH2:6][OH:7])[CH2:2][CH2:3][OH:4].[Cl:8][C:9]1[CH:18]=[C:17]2[C:12]([C:13]([C:35]3[CH:36]=[C:37](/[CH:41]=[CH:42]/[C:43]([OH:45])=[O:44])[CH:38]=[CH:39][CH:40]=3)=[C:14]([CH2:20][C:21]([NH:23][C:24]3[CH:29]=[CH:28][C:27]([F:30])=[CH:26][C:25]=3[C:31]([F:32])([F:34])[F:33])=[O:22])[C:15](=[O:19])[O:16]2)=[CH:11][C:10]=1[CH3:46] |f:4.5|. Procedure details: A solution of diethanolamine (0.20 g) in ethanol (20 ml) was added to a solution of (2E)-3-{3-[7-chloro-3-(2-{[4-fluoro-2-(trifluoromethyl)phenyl]amino}-2-oxoethyl)-6-methyl-2-oxo-2H-chromen-4-yl]phenyl}acrylic acid (1.0 g) in a mixture of tetrahydrofuran (30 ml) and ethanol (100 ml), and the mixture was stirred at room temperature for 1 hour. The solvent was evaporated under reduced pressure, and crystals obtained were washed with ethanol, and dried at 60° C. for 8 hours under reduced pressure ... The reactants are Cl (HCl), NC1(CCC1)C1=CC=C(C=C1)C1=C(OC2=CC=C(C=C2C1=O)F)C1=CC=CC=C1 (3-[4-(1-amino-cyclobutyl)-phenyl]-6-fluoro-2-phenyl-chromen-4-one), C(C)(C)(C)OC(NC1(CCC1)C1=CC=C(C=C1)C1=C(OC2=C(C=CC=C2C1=O)C=1C=NNC1)C1=CC=CC=C1)=O ((1-{4-[4-oxo-2-phenyl-8-(1H-pyrazol-4-yl)-4H-chromen-3-yl]-phenyl}-cyclobutyl)-carbamic acid tert-butyl ester), C(=O)(C(F)(F)F)O (TFA). Yields the product Cl.NC1(CCC1)C1=CC=C(C=C1)C1=C(OC2=C(C=CC=C2C1=O)C=1C=NNC1)C1=CC=CC=C1 (3-[4-(1-Amino-cyclobutyl)-phenyl]-2-phenyl-8-(1H-pyrazol-4-yl)-chromen-4-one Hydrochloride). Yield: 83.0%. As a reaction SMILES: NC1(C2C=CC(C3C(=O)C4C(=CC=C(F)C=4)OC=3C3C=CC=CC=3)=CC=2)CCC1.C(OC(=O)[NH:36][C:37]1([C:41]2[CH:46]=[CH:45][C:44]([C:47]3[C:56](=[O:57])[C:55]4[C:50](=[C:51]([C:58]5[CH:59]=[N:60][NH:61][CH:62]=5)[CH:52]=[CH:53][CH:54]=4)[O:49][C:48]=3[C:63]3[CH:68]=[CH:67][CH:66]=[CH:65][CH:64]=3)=[CH:43][CH:42]=2)[CH2:40][CH2:39][CH2:38]1)(C)(C)C.C(O)(C(F)(F)F)=O.[ClH:77]>CO.O>[ClH:77].[NH2:36][C:37]1([C:41]2[CH:42]=[CH:43][C:44]([C:47]3[C:56](=[O:57])[C:55]4[C:50](=[C:51]([C:58]5[CH:62]=[N:61][NH:60][CH:59]=5)[CH:52]=[CH:53][CH:54]=4)[O:49][C:48]=3[C:63]3[CH:68]=[CH:67][CH:66]=[CH:65][CH:64]=3)=[CH:45][CH:46]=2)[CH2:40][CH2:39][CH2:38]1 |f:6.7|. Solvent: CO (MeOH), O (water). Procedure details: Following the procedure used to prepare 3-[4-(1-amino-cyclobutyl)-phenyl]-6-fluoro-2-phenyl-chromen-4-one, (1-{4-[4-oxo-2-phenyl-8-(1H-pyrazol-4-yl)-4H-chromen-3-yl]-phenyl}-cyclobutyl)-carbamic acid tert-butyl ester was treated with TFA. The resultant free base was dissolved in a mixture of MeOH (7 mL), water (7 mL) and 1 M HCl (0.6 mL) and chromatographed on a 20 g C18 cartridge {gradient 10 to 60% MeOH in water+1 M HCl (60 μL in each 10 mL of eluent)} to give the title compound as a white sol...